Dataset: the Open Reaction Database (ORD), a public repository of structured organic reaction records. Task: describe an organic reaction: reactants, conditions, products, and yield The reactants are Cc1ccccc1C(=O)CBr, COC(=O)CC#N, CCN(C(C)C)C(C)C, C1CCOC1. The product is COC(=O)C(C#N)CC(=O)c1ccccc1C. Reaction SMILES: [Br:17][CH2:18][C:19](=[O:20])[c:21]1[c:22]([CH3:27])[cH:23][cH:24][cH:25][cH:26]1.[CH3:1][O:2][C:3](=[O:4])[CH2:5][C:6]#[N:7].[CH:8]([N:9]([CH:10]([CH3:11])[CH3:12])[CH2:13][CH3:14])([CH3:15])[CH3:16].[O:28]1[CH2:29][CH2:30][CH2:31][CH2:32]1>>[CH3:1][O:2][C:3](=[O:4])[CH:5]([C:6]#[N:7])[CH2:18][C:19](=[O:20])[c:21]1[c:22]([CH3:27])[cH:23][cH:24][cH:25][cH:26]1. Starting materials: C(C1=CC=CC=C1)NC(CO)(CO)C1=CC2=CC=C(C=C2CC1)OCC1=CC=CC=C1 (2-benzylamino-2-(6-benzyloxy-3,4-dihydro-naphthalen-2-yl)-propane-1,3-diol), C(C)O (ethanol), C(C)(=O)OCC (ethyl acetate), C(C)(=O)O (Acetic acid), C(C)(=O)O (Acetic acid), C(C)O (ethanol), C(C)(=O)O (acetic acid). Reagents/catalysts: [Pd] (Pd—C), [Pd] (Pd—C). Run at time 6 hour. Product: NC(CO)(CO)C1CC2=CC=C(C=C2CC1)O (2-Amino-2-(6-hydroxy-1,2,3,4-tetrahydronaphthalen-2-yl)propane-1,3-diol). Reaction SMILES: C([NH:8][C:9]([C:14]1[CH2:23][CH2:22][C:21]2[C:16](=[CH:17][CH:18]=[C:19]([O:24]CC3C=CC=CC=3)[CH:20]=2)[CH:15]=1)([CH2:12][OH:13])[CH2:10][OH:11])C1C=CC=CC=1.C(O)C.C(OCC)(=O)C.C(O)(=O)C>[Pd]>[NH2:8][C:9]([CH:14]1[CH2:23][CH2:22][C:21]2[C:16](=[CH:17][CH:18]=[C:19]([OH:24])[CH:20]=2)[CH2:15]1)([CH2:12][OH:13])[CH2:10][OH:11]. Procedure details: A 1 L pressure vessel was charged 10% Pd—C, dry Engelhard (10:90, palladium:carbon black, 0.966 g, 0.000908 mol) under an atmosphere of nitrogen. The solution of 2-benzylamino-2-(6-benzyloxy-3,4-dihydro-naphthalen-2-yl)-propane-1,3-diol (23.75 g, 0.05716 mol) in ethanol (300 mL, 5 mol) and ethyl acetate (300 mL, 3 mol) was added under an atmosphere of nitrogen. The mixture was connected to a H2 line, flashed with 50 psi of H2 three times, then stirred under 50 psi of H2 for 6 hours. The mixture ... Reactants: ClCC1=CC=C(C=C1)C(=O)NO (α-Chloro-N-hydroxy-p-toluamide), ON1C(C=2C(C1=O)=CC=CC2)=O (N-hydroxyphthalimide), C(C)OCC (diethyl ether), C(C)N(C(C)C)C(C)C (N-ethyldiisopropylamine). Reagents/catalysts: [I-].[K+] (potassium iodide). Solvent: CN(C=O)C (dimethylformamide). Product: ONC(=O)C1=CC=C(C=C1)CON1C(C=2C(C1=O)=CC=CC2)=O (N-hydroxy-α-(phthalimidooxy)-p-toluamide). Reaction SMILES: Cl[CH2:2][C:3]1[CH:8]=[CH:7][C:6]([C:9]([NH:11][OH:12])=[O:10])=[CH:5][CH:4]=1.[OH:13][N:14]1[C:18](=[O:19])[C:17]2=[CH:20][CH:21]=[CH:22][CH:23]=[C:16]2[C:15]1=[O:24].C(N(C(C)C)C(C)C)C.C(OCC)C>CN(C)C=O.[I-].[K+]>[OH:12][NH:11][C:9]([C:6]1[CH:7]=[CH:8][C:3]([CH2:2][O:13][N:14]2[C:15](=[O:24])[C:16]3=[CH:23][CH:22]=[CH:21][CH:20]=[C:17]3[C:18]2=[O:19])=[CH:4][CH:5]=1)=[O:10] |f:5.6|. Procedure: α-Chloro-N-hydroxy-p-toluamide, 6.52 g (40 mmol) of N-hydroxyphthalimide (7.4 g) (40 mmol) and 0.28 g of potassium iodide are dissolved in 50 ml of absolute dimethylformamide and treated with 5.16 g (40 mmol) of N-ethyldiisopropylamine while stirring. After stirring at room temperature for 16 hours 50 ml of diethyl ether are added. The precipitated product is filtered off under suction and washed with diethyl ether. There are obtained 7.5 g of N-hydroxy-α-(phthalimidooxy)-p-toluamide as a white ... Starting materials: C1(CCCCC1)N=C=NC1CCCCC1 (dicyclohexylcarbodiimide), C1N[C@@H](CC2=CC=CC=C12)C(=O)OC(C)(C)C (tert.-butyl (3S)-1,2,3,4-tetrahydroisoquinoline-3-carboxylate), C(C1=CC=CC=C1)(=O)SCC(C(=O)O)C (3-benzoylthio-2-methylpropionic acid), ON1N=NC2=C1C=CC=C2 (1-hydroxybenzotriazole). Run in O1CCCC1 (tetrahydrofuran), O1CCCC1 (tetrahydrofuran). Run at time 3 hour. Yields the product C(C1=CC=CC=C1)(=O)SCC(C(=O)N1CC2=CC=CC=C2C[C@H]1C(=O)OCCCC)C (butyl (3S)-2-(3-benzoylthio-2-methylpropionyl)-1,2,3,4-tetrahydroisoquinoline-3-carboxylate). The yield is 73.7%. As a reaction SMILES: [CH2:1]1[C:10]2[C:5](=[CH:6][CH:7]=[CH:8][CH:9]=2)[CH2:4][C@@H:3]([C:11]([O:13][C:14]([CH3:17])(C)C)=[O:12])[NH:2]1.[C:18]([S:26][CH2:27][CH:28]([CH3:32])[C:29]([OH:31])=O)(=[O:25])[C:19]1[CH:24]=[CH:23][CH:22]=[CH:21][CH:20]=1.ON1[C:38]2C=CC=C[C:37]=2N=N1.C1(N=C=NC2CCCCC2)CCCCC1>O1CCCC1>[C:18]([S:26][CH2:27][CH:28]([CH3:32])[C:29]([N:2]1[C@H:3]([C:11]([O:13][CH2:14][CH2:17][CH2:37][CH3:38])=[O:12])[CH2:4][C:5]2[C:10](=[CH:9][CH:8]=[CH:7][CH:6]=2)[CH2:1]1)=[O:31])(=[O:25])[C:19]1[CH:20]=[CH:21][CH:22]=[CH:23][CH:24]=1. Reported procedure: 3.73 g of tert.-butyl (3S)-1,2,3,4-tetrahydroisoquinoline-3-carboxylate, 3.58 g of 3-benzoylthio-2-methylpropionic acid and 2.16 g of 1-hydroxybenzotriazole are dissolved in 60 ml of tetrahydrofuran, and a solution of 3.3 g of dicyclohexylcarbodiimide in 10 ml of tetrahydrofuran is added dropwise thereto at -15° C. After said dropwise addition, the mixture is stirred at a temperature below -10° C. for 3 hours and then at room temperature overnight. Insoluble materials are removed by filtration. ... The reactants are C(C1=CC=CC=C1)OCCC(C(O)(C1=CC=CC=C1)C1=CC=C(C=C1)OCCN(C)C)C1=CC=C(C=C1)Cl (4-Benzyloxy-2-(4-chlorophenyl)-1-[4-(2-dimethylaminoethoxy)phenyl]-1-phenylbutan-1-ol), Cl (hydrochloric acid). Run in CO (methanol). Conditions: time 4.5 hour. Yields the product C(C1=CC=CC=C1)OCCC(=C(C1=CC=CC=C1)C1=CC=C(OCCN(C)C)C=C1)C1=CC=C(C=C1)Cl ((2-{4-[4-Benzyloxy-2-(4-chlorophenyl)-1-phenylbut-1-enyl]phenoxy}ethyl)dimethylamine). As a reaction SMILES: [CH2:1]([O:8][CH2:9][CH2:10][CH:11]([C:32]1[CH:37]=[CH:36][C:35]([Cl:38])=[CH:34][CH:33]=1)[C:12]([C:20]1[CH:25]=[CH:24][C:23]([O:26][CH2:27][CH2:28][N:29]([CH3:31])[CH3:30])=[CH:22][CH:21]=1)([C:14]1[CH:19]=[CH:18][CH:17]=[CH:16][CH:15]=1)O)[C:2]1[CH:7]=[CH:6][CH:5]=[CH:4][CH:3]=1.Cl>CO>[CH2:1]([O:8][CH2:9][CH2:10][C:11]([C:32]1[CH:37]=[CH:36][C:35]([Cl:38])=[CH:34][CH:33]=1)=[C:12]([C:20]1[CH:21]=[CH:22][C:23]([O:26][CH2:27][CH2:28][N:29]([CH3:30])[CH3:31])=[CH:24][CH:25]=1)[C:14]1[CH:19]=[CH:18][CH:17]=[CH:16][CH:15]=1)[C:2]1[CH:3]=[CH:4][CH:5]=[CH:6][CH:7]=1. Procedure: 4-Benzyloxy-2-(4-chlorophenyl)-1-[4-(2-dimethylaminoethoxy)phenyl]-1-phenylbutan-1-ol (10.7 g) is dissolved in methanol (70 ml) and concentrated hydrochloric acid is added to make the solution acidic. The mixture is stirred for 4.5 h at room temperature and then at 50° C. for 1 h. The solvent is evaporated and the product is purified by flash chromatography (eluent toluene:triethylamine 24:1). The yield is 5.6 g as a mixture of E- and Z-isomers (1:2). Starting materials: B, C1CCOC1, Cl, N#CCCCN1CCC(c2ccccc2)(c2ccccc2)CC1. The product is NCCCCN1CCC(c2ccccc2)(c2ccccc2)CC1. As a reaction SMILES: [BH3:24].[CH2:26]1[O:27][CH2:28][CH2:29][CH2:30]1.[ClH:25].[c:1]1([C:7]2([c:18]3[cH:19][cH:20][cH:21][cH:22][cH:23]3)[CH2:8][CH2:9][N:10]([CH2:13][CH2:14][CH2:15][C:16]#[N:17])[CH2:11][CH2:12]2)[cH:2][cH:3][cH:4][cH:5][cH:6]1>>[c:1]1([C:7]2([c:18]3[cH:19][cH:20][cH:21][cH:22][cH:23]3)[CH2:8][CH2:9][N:10]([CH2:13][CH2:14][CH2:15][CH2:16][NH2:17])[CH2:11][CH2:12]2)[cH:2][cH:3][cH:4][cH:5][cH:6]1.